From a dataset of the Open Reaction Database (ORD), a public repository of structured organic reaction records. describe an organic reaction: reactants, conditions, products, and yield The reactants are COC(=O)C=Cc1ccc(-c2ccc(O)c(C34CC5CC(CC(C5)C3)C4)c2)cc1, ClCCN1CCOCC1, Cl, [K+], [K+], O=C([O-])[O-], CN(C)C=O. The product is COC(=O)C=Cc1ccc(-c2ccc(OCCN3CCOCC3)c(C34CC5CC(CC(C5)C3)C4)c2)cc1. RXN SMILES: [CH3:7][O:8][C:9]([CH:10]=[CH:11][c:12]1[cH:13][cH:14][c:15](-[c:18]2[cH:19][c:20]([C:25]34[CH2:26][CH:27]5[CH2:28][CH:29]([CH2:30][CH:31]([CH2:32]3)[CH2:33]5)[CH2:34]4)[c:21]([OH:24])[cH:22][cH:23]2)[cH:16][cH:17]1)=[O:35].[Cl:37][CH2:38][CH2:39][N:40]1[CH2:41][CH2:42][O:43][CH2:44][CH2:45]1.[ClH:36].[K+:1].[K+:2].[O-:3][C:4]([O-:5])=[O:6].[O:46]=[CH:47][N:48]([CH3:49])[CH3:50]>>[CH3:7][O:8][C:9]([CH:10]=[CH:11][c:12]1[cH:13][cH:14][c:15](-[c:18]2[cH:19][c:20]([C:25]34[CH2:26][CH:27]5[CH2:28][CH:29]([CH2:30][CH:31]([CH2:32]3)[CH2:33]5)[CH2:34]4)[c:21]([O:24][CH2:38][CH2:39][N:40]3[CH2:41][CH2:42][O:43][CH2:44][CH2:45]3)[cH:22][cH:23]2)[cH:16][cH:17]1)=[O:35]. Reactants: C1CCOC1, Cc1ccccc1CNc1c2c(nc3ccccc13)CCCC2=O, [LiH]. Product: Cc1ccccc1CNc1c2c(nc3ccccc13)CCCC2O. As a reaction SMILES: [CH2:26]1[O:27][CH2:28][CH2:29][CH2:30]1.[CH3:1][c:2]1[c:3]([CH2:4][NH:5][c:6]2[c:7]3[cH:8][cH:9][cH:10][cH:11][c:12]3[n:13][c:14]3[c:19]2[C:18](=[O:20])[CH2:17][CH2:16][CH2:15]3)[cH:21][cH:22][cH:23][cH:24]1.[LiH:25]>>[CH3:1][c:2]1[c:3]([CH2:4][NH:5][c:6]2[c:7]3[cH:8][cH:9][cH:10][cH:11][c:12]3[n:13][c:14]3[c:19]2[CH:18]([OH:20])[CH2:17][CH2:16][CH2:15]3)[cH:21][cH:22][cH:23][cH:24]1. Reactants: COC(=O)C(=O)Cl, Cc1ccc(N)nc1. The product is COC(=O)C(=O)Nc1ccc(C)cn1. Reaction SMILES: [Cl:9][C:10]([C:11](=[O:12])[O:13][CH3:14])=[O:15].[NH2:1][c:2]1[n:3][cH:4][c:5]([CH3:8])[cH:6][cH:7]1>>[NH:1]([c:2]1[n:3][cH:4][c:5]([CH3:8])[cH:6][cH:7]1)[C:10]([C:11](=[O:12])[O:13][CH3:14])=[O:15]. The reactants are BrCCCCCCCOC1=CC=C(C=C1)C1=CC=C(C=C1)Br (4-[4-(7-Bromoheptyloxy)phenyl]bromobenzene), [F-].C(CCC)[N+](CCCC)(CCCC)CCCC (tetra n-butylammonium fluoride), C(C)(=O)OCC (ethyl acetate). Solvent: O (water). The product is FCCCCCCCOC1=CC=C(C=C1)C1=CC=C(C=C1)Br (4-[4-(7-Fluoroheptyloxy)phenyl]bromobenzene). As a reaction SMILES: Br[CH2:2][CH2:3][CH2:4][CH2:5][CH2:6][CH2:7][CH2:8][O:9][C:10]1[CH:15]=[CH:14][C:13]([C:16]2[CH:21]=[CH:20][C:19]([Br:22])=[CH:18][CH:17]=2)=[CH:12][CH:11]=1.[F-:23].C([N+](CCCC)(CCCC)CCCC)CCC.C(OCC)(=O)C>O>[F:23][CH2:2][CH2:3][CH2:4][CH2:5][CH2:6][CH2:7][CH2:8][O:9][C:10]1[CH:15]=[CH:14][C:13]([C:16]2[CH:21]=[CH:20][C:19]([Br:22])=[CH:18][CH:17]=2)=[CH:12][CH:11]=1 |f:1.2|. Procedure details: A solution of 4-[4-(7-Bromoheptyloxy)phenyl]bromobenzene (0.25 g) in a solution of tetra n-butylammonium fluoride (tetrahydrofuran solution, 1M, 2.9 ml) was heated to 50° C. for 2 hours. After cooling to ambient temperature, the solution was taken up into a mixture of ethyl acetate (20 ml) and water (20 ml). The separated organic layer was washed with water, brine, and dried over magnesium sulfate. Evaporation gave a residue which was chromatographed on silica gel (30 ml) eluting with a mixture ... The reactants are 1,8-Diazabicyclo(5.4.0)-7-undecene, C1(CC1)NC(C1=C(C(=C(C=C1)C)I)F)=NO (N-cyclopropyl-2-fluoro-N′-hydroxy-3-iodo-4-methylbenzamidine). Solvent: C1CCOC1 (THF). Run at temperature 150 celsius. Yields the product C1(CC1)NC1=NOC2=C1C=CC(=C2I)C (N-cyclopropyl-7-iodo-6-methylbenzo[d]isoxazol-3-amine). RXN SMILES: [CH:1]1([NH:4][C:5](=[N:15][OH:16])[C:6]2[CH:11]=[CH:10][C:9]([CH3:12])=[C:8]([I:13])[C:7]=2F)[CH2:3][CH2:2]1>C1COCC1>[CH:1]1([NH:4][C:5]2[C:6]3[CH:11]=[CH:10][C:9]([CH3:12])=[C:8]([I:13])[C:7]=3[O:16][N:15]=2)[CH2:3][CH2:2]1. Procedure: 1,8-Diazabicyclo(5.4.0)-7-undecene (0.25 mL, 1.65 mmol) was added to N-cyclopropyl-2-fluoro-N′-hydroxy-3-iodo-4-methylbenzamidine (500 mg, 1.5 mmol) in anhydrous THF (2.0 mL) then heated in a microwave at 150° C. for 70 min. The solvents were evaporated and the residue was loaded on an ISCO column (40 g, eluted with 25-75% ethyl acetate in Hexanes) to provide the title compound as an off-white crystalline solid. MS (ESI, pos. ion) m/z: 315.0 (M+1). Reactants: OC(C(=O)O)C1=CC=C(C=C1)CC(C)C (2-hydroxy-2-(4-isobutylphenyl)acetic acid), C([O-])([O-])=O.[K+].[K+] (potassium carbonate), C(C1=CC=CC=C1)Br (benzylbromide), ice water, Cl (hydrochloric acid). Run in CN(C=O)C (N,N-dimethylformamide). Run at time 4.5 hour. The product is OC(C(=O)OCC1=CC=CC=C1)C1=CC=C(C=C1)CC(C)C (benzyl 2-hydroxy-2-(4-isobutylphenyl)acetate). As a reaction SMILES: [OH:1][CH:2]([C:6]1[CH:11]=[CH:10][C:9]([CH2:12][CH:13]([CH3:15])[CH3:14])=[CH:8][CH:7]=1)[C:3]([OH:5])=[O:4].C(=O)([O-])[O-].[K+].[K+].[CH2:22](Br)[C:23]1[CH:28]=[CH:27][CH:26]=[CH:25][CH:24]=1.Cl>CN(C)C=O>[OH:1][CH:2]([C:6]1[CH:11]=[CH:10][C:9]([CH2:12][CH:13]([CH3:15])[CH3:14])=[CH:8][CH:7]=1)[C:3]([O:5][CH2:22][C:23]1[CH:28]=[CH:27][CH:26]=[CH:25][CH:24]=1)=[O:4] |f:1.2.3|. Procedure details: To a solution of 2-hydroxy-2-(4-isobutylphenyl)acetic acid (3.8 g) in N,N-dimethylformamide (30 ml) was added potassium carbonate (7.6 g) and benzylbromide (2.2 ml). The mixture was stirred at room temperature for 4.5 hours and poured into ice water and 7% hydrochloric acid. The organic layer was extracted with ethyl acetate, washed with aqueous sodium bircarbonate solution and water, dried over magnesium sulfate and evaporated. The residual white powder was collected with n-hexane by filtration... Starting materials: COCCC(=O)NN (3-methoxypropanehydrazide), CC1=C(C(=O)N2CCC(CC2)C2=CC=C(C#N)C=C2)C=C(C(=C1)C)C1=NN=C(N1)CC1COCC1 (4-(1-(2,4-dimethyl-5-(5-((tetrahydrofuran-3-yl)methyl)-4H-1,2,4-triazol-3-yl)benzoyl)piperidin-4-yl)benzonitrile), CC1=C(C(=O)N2CCC(CC2)C2=CC=C(C#N)C=C2)C=C(C(=C1)C)C1=NN=C(N1)CC1COCC1 (4-(1-(2,4-dimethyl-5-(5-((tetrahydrofuran-3-yl)methyl)-4H-1,2,4-triazol-3-yl)benzoyl)piperidin-4-yl)benzonitrile), O1CC(CC1)CC(=O)NN (2-(tetrahydrofuran-3-yl)acetohydrazide), COCCC(=O)NN (3-methoxypropanehydrazide). Yields the product COCCC=1NC(=NN1)C=1C(=CC(=C(C(=O)N2CCC(CC2)C2=CC=C(C#N)C=C2)C1)C)C (4-(1-(5-(5-(2-Methoxyethyl)-4H-1,2,4-triazol-3-yl)-2,4-dimethylbenzoyl)piperidin-4-yl)benzonitrile). As a reaction SMILES: [CH3:1][C:2]1[CH:23]=[C:22]([CH3:24])[C:21]([C:25]2[NH:29][C:28]([CH2:30]C3CCOC3)=[N:27][N:26]=2)=[CH:20][C:3]=1[C:4]([N:6]1[CH2:11][CH2:10][CH:9]([C:12]2[CH:19]=[CH:18][C:15]([C:16]#[N:17])=[CH:14][CH:13]=2)[CH2:8][CH2:7]1)=[O:5].[CH3:36][O:37][CH2:38]CC(NN)=O.O1CCC(CC(NN)=O)C1>>[CH3:36][O:37][CH2:38][CH2:30][C:28]1[NH:29][C:25]([C:21]2[C:22]([CH3:24])=[CH:23][C:2]([CH3:1])=[C:3]([CH:20]=2)[C:4]([N:6]2[CH2:7][CH2:8][CH:9]([C:12]3[CH:13]=[CH:14][C:15]([C:16]#[N:17])=[CH:18][CH:19]=3)[CH2:10][CH2:11]2)=[O:5])=[N:26][N:27]=1. Procedure: The title compound was prepared using standard chemical manipulations and procedures similar to those used for the preparation of 4-(1-(2,4-dimethyl-5-(5-((tetrahydrofuran-3-yl)methyl)-4H-1,2,4-triazol-3-yl)benzoyl)piperidin-4-yl)benzonitrile (compound 130), using 3-methoxypropanehydrazide (compound 143.1) instead of 2-(tetrahydrofuran-3-yl)acetohydrazide (compound 130.4). m/z (ES+) 444 (M+H)+. The reactants are O=N[O-], CSc1ncc(N)cc1C, [Na+], [Na+], [OH-], O, O=S(=O)(O)O. Yields the product CSc1ncc(O)cc1C. RXN SMILES: [N:16]([O-:17])=[O:18].[NH2:1][c:2]1[cH:3][c:4]([CH3:10])[c:5]([S:8][CH3:9])[n:6][cH:7]1.[Na+:19].[Na+:21].[OH-:20].[OH2:22].[S:11]([OH:12])(=[O:13])(=[O:14])[OH:15]>>[c:2]1([OH:12])[cH:3][c:4]([CH3:10])[c:5]([S:8][CH3:9])[n:6][cH:7]1. As a reaction SMILES: [Cl:1][C:2]1[C:3]([CH2:9][CH3:10])=[N:4][CH:5]=[CH:6][C:7]=1Cl.[CH3:11][O:12][CH2:13][CH2:14][O:15][C:16]1[CH:21]=[CH:20][C:19]([CH:22]2[CH2:27][CH2:26][CH:25]([NH2:28])[CH2:24][CH2:23]2)=[CH:18][CH:17]=1>>[Cl:1][C:2]1[C:3]([CH2:9][CH3:10])=[N:4][CH:5]=[CH:6][C:7]=1[NH:28][CH:25]1[CH2:24][CH2:23][CH:22]([C:19]2[CH:18]=[CH:17][C:16]([O:15][CH2:14][CH2:13][O:12][CH3:11])=[CH:21][CH:20]=2)[CH2:27][CH2:26]1. Procedure: Preparation took place analogously to Example 59 from 3,4-dichloro-2-ethylpyridine and 4-(4-(2-methoxyethoxy)phenyl)cyclohexylamine. Yield: 11% (cis/trans mixture) Product: ClC=1C(=NC=CC1NC1CCC(CC1)C1=CC=C(C=C1)OCCOC)CC (3-Chloro-4-[4-(4-(2-methoxyethoxy)phenyl)cyclohexylamino)-2-ethylpyridine). The reactants are ClC=1C(=NC=CC1Cl)CC (3,4-dichloro-2-ethylpyridine), COCCOC1=CC=C(C=C1)C1CCC(CC1)N (4-(4-(2-methoxyethoxy)phenyl)cyclohexylamine). Isolated yield 11.0%. Starting materials: COc1ccc(C(C)C)cc1-c1ccc(C(F)(F)F)cc1CNC(C)C(N)c1cc(C(F)(F)F)cc(C(F)(F)F)c1, NS(N)(=O)=O, c1ccncc1. Yields the product COc1ccc(C(C)C)cc1-c1ccc(C(F)(F)F)cc1CN1C(C)C(c2cc(C(F)(F)F)cc(C(F)(F)F)c2)NS1(=O)=O. As a reaction SMILES: [F:1][C:2]([c:3]1[cH:4][c:5]([CH:13]([CH:14]([CH3:15])[NH:16][CH2:17][c:18]2[c:19](-[c:28]3[c:29]([O:37][CH3:38])[cH:30][cH:31][c:32]([CH:34]([CH3:35])[CH3:36])[cH:33]3)[cH:20][cH:21][c:22]([C:24]([F:25])([F:26])[F:27])[cH:23]2)[NH2:39])[cH:6][c:7]([C:9]([F:10])([F:11])[F:12])[cH:8]1)([F:40])[F:41].[NH2:42][S:43]([NH2:44])(=[O:45])=[O:46].[cH:47]1[cH:48][cH:49][n:50][cH:51][cH:52]1>>[F:1][C:2]([c:3]1[cH:4][c:5]([CH:13]2[CH:14]([CH3:15])[N:16]([CH2:17][c:18]3[c:19](-[c:28]4[c:29]([O:37][CH3:38])[cH:30][cH:31][c:32]([CH:34]([CH3:35])[CH3:36])[cH:33]4)[cH:20][cH:21][c:22]([C:24]([F:25])([F:26])[F:27])[cH:23]3)[S:43](=[O:45])(=[O:46])[NH:39]2)[cH:6][c:7]([C:9]([F:10])([F:11])[F:12])[cH:8]1)([F:40])[F:41].